This data is from the Open Reaction Database (ORD), a public repository of structured organic reaction records. The task is: describe an organic reaction: reactants, conditions, products, and yield Starting materials: C1CCOC1, CO, [K+], [OH-], O, COC(=O)c1cc(-n2c3ccccc3c3ccccc32)cc(-n2c3ccccc3c3ccccc32)c1. Product: O=C(O)c1cc(-n2c3ccccc3c3ccccc32)cc(-n2c3ccccc3c3ccccc32)c1. RXN SMILES: [CH2:39]1[O:40][CH2:41][CH2:42][CH2:43]1.[CH3:44][OH:45].[K+:38].[OH-:37].[OH2:46].[cH:1]1[cH:2][cH:3][cH:4][c:5]2[c:6]3[cH:7][cH:8][cH:9][cH:10][c:11]3[n:12](-[c:14]3[cH:15][c:16]([C:17](=[O:18])[O:19][CH3:20])[cH:21][c:22](-[n:24]4[c:25]5[cH:26][cH:27][cH:28][cH:29][c:30]5[c:31]5[cH:32][cH:33][cH:34][cH:35][c:36]45)[cH:23]3)[c:13]12>>[cH:1]1[cH:2][cH:3][cH:4][c:5]2[c:6]3[cH:7][cH:8][cH:9][cH:10][c:11]3[n:12](-[c:14]3[cH:15][c:16]([C:17](=[O:18])[OH:19])[cH:21][c:22](-[n:24]4[c:25]5[cH:26][cH:27][cH:28][cH:29][c:30]5[c:31]5[cH:32][cH:33][cH:34][cH:35][c:36]45)[cH:23]3)[c:13]12. Reactants: C1(CCCC1)OC=1C=C(C=CC1OC)C1(CC(CCC1)=O)C#C ((+/-)-3-(3-cyclopentyloxy-4-methoxyphenyl)-3-ethynylcyclohexan-1-one), IC1=CC(=CC=C1)C1=NOC(=N1)C (1-iodo-3-(5-methyl-[1,2,4]oxadiazol-3-yl)benzene), C1(=CC=CC=C1)P(C1=CC=CC=C1)C1=CC=CC=C1 (triphenylphosphine). The reagents and catalysts are C=1C=CC(=CC1)[P](C=2C=CC=CC2)(C=3C=CC=CC3)[Pd]([P](C=4C=CC=CC4)(C=5C=CC=CC5)C=6C=CC=CC6)([P](C=7C=CC=CC7)(C=8C=CC=CC8)C=9C=CC=CC9)[P](C=1C=CC=CC1)(C=1C=CC=CC1)C=1C=CC=CC1 (tetrakis(triphenylphosphine)palladium(0)), [Cu]I (copper(I) iodide). Solvent: C(C)N(CC)CC (triethylamine). Reaction conditions: temperature 80 celsius. The product is C1(CCCC1)OC=1C=C(C=CC1OC)C1(CC(CCC1)=O)C#CC1=CC(=CC=C1)C1=NOC(=N1)C (3-(3-cyclopentyloxy-4-methoxyphenyl)-3-[3-(5-methyl-[1,2,4]oxadiazol-3-yl)phenylethynyl]cyclohexan-1-one). The yield is 79.7%. Reaction SMILES: [CH:1]1([O:6][C:7]2[CH:8]=[C:9]([C:15]3([C:22]#[CH:23])[CH2:20][CH2:19][CH2:18][C:17](=[O:21])[CH2:16]3)[CH:10]=[CH:11][C:12]=2[O:13][CH3:14])[CH2:5][CH2:4][CH2:3][CH2:2]1.I[C:25]1[CH:30]=[CH:29][CH:28]=[C:27]([C:31]2[N:35]=[C:34]([CH3:36])[O:33][N:32]=2)[CH:26]=1.C1(P(C2C=CC=CC=2)C2C=CC=CC=2)C=CC=CC=1>C(N(CC)CC)C.C1C=CC([P]([Pd]([P](C2C=CC=CC=2)(C2C=CC=CC=2)C2C=CC=CC=2)([P](C2C=CC=CC=2)(C2C=CC=CC=2)C2C=CC=CC=2)[P](C2C=CC=CC=2)(C2C=CC=CC=2)C2C=CC=CC=2)(C2C=CC=CC=2)C2C=CC=CC=2)=CC=1.[Cu]I>[CH:1]1([O:6][C:7]2[CH:8]=[C:9]([C:15]3([C:22]#[C:23][C:29]4[CH:30]=[CH:25][CH:26]=[C:27]([C:31]5[N:35]=[C:34]([CH3:36])[O:33][N:32]=5)[CH:28]=4)[CH2:20][CH2:19][CH2:18][C:17](=[O:21])[CH2:16]3)[CH:10]=[CH:11][C:12]=2[O:13][CH3:14])[CH2:2][CH2:3][CH2:4][CH2:5]1 |^1:66,68,87,106|. Procedure details: To a solution of the compound from Example 3 (E1) (0.125 g, 0.4 mmol) and 1-iodo-3-(5-methyl-[1,2,4]oxadiazol-3-yl)benzene (0.09 g, 0.32 mmol) in triethylamine (3 mL) under an argon atmosphere was added trace tetrakis(triphenylphosphine)palladium(0), copper(I) iodide and triphenylphosphine. The mixture was heated at 80° C. for 0.2 h, was cooled to room temperature and was concentrated in vacuo. The residue was partitioned between ethyl acetate and water. The organic phase was washed with brine, ... The reactants are COC(=O)C1=CC=CC=2NC(COC21)=O (3-oxo-3,4-dihydro-2H-benzo[1,4]oxazine-8-carboxylic acid methyl ester). Run in CC#N (CH3CN). Yields the product O=C1COC2=C(N1)C=CC=C2C(=O)O (3-Oxo-3,4-dihydro-2H-benzo[1,4]oxazine-8-carboxylic Acid). Reaction SMILES: C[O:2][C:3]([C:5]1[C:14]2[O:13][CH2:12][C:11](=[O:15])[NH:10][C:9]=2[CH:8]=[CH:7][CH:6]=1)=[O:4]>CC#N>[O:15]=[C:11]1[NH:10][C:9]2[CH:8]=[CH:7][CH:6]=[C:5]([C:3]([OH:4])=[O:2])[C:14]=2[O:13][CH2:12]1. Procedure details: prepared by saponification of 3-oxo-3,4-dihydro-2H-benzo[1,4]oxazine-8-carboxylic acid methyl ester. LC-MS: tR=0.56 min; [M+CH3CN+H]+=235.0. The reactants are C(#N)C1=CC=C(CNC(C(OC)C2=C(C=CC=C2O)F)=O)C=C1 ((RS)-N-(4-cyano-benzyl)-2-(2-fluoro-6-hydroxy-phenyl)-2-methoxy-acetamide), BrCC(=O)OCC (ethyl bromoacetate). The product is COC(COC1=C(C(=CC=C1)F)C(OC)C(NCC1=CC=C(C=C1)C#N)=O)=O ((RS)-{2-[(4-cyano-benzylcarbamoyl)-methoxy-methyl]-3-fluoro-phenoxy}-acetic acid methyl ester). RXN SMILES: [C:1]([C:3]1[CH:23]=[CH:22][C:6]([CH2:7][NH:8][C:9](=[O:21])[CH:10]([C:13]2[C:18]([OH:19])=[CH:17][CH:16]=[CH:15][C:14]=2[F:20])[O:11][CH3:12])=[CH:5][CH:4]=1)#[N:2].Br[CH2:25][C:26]([O:28][CH2:29]C)=[O:27]>>[CH3:29][O:28][C:26](=[O:27])[CH2:25][O:19][C:18]1[CH:17]=[CH:16][CH:15]=[C:14]([F:20])[C:13]=1[CH:10]([C:9](=[O:21])[NH:8][CH2:7][C:6]1[CH:5]=[CH:4][C:3]([C:1]#[N:2])=[CH:23][CH:22]=1)[O:11][CH3:12]. Reported procedure: In analogy to example 16.4 (RS)-N-(4-cyano-benzyl)-2-(2-fluoro-6-hydroxy-phenyl)-2-methoxy-acetamide (example 80.4) was reacted with ethyl bromoacetate to give (RS)-{2-[(4-cyano-benzylcarbamoyl)-methoxy-methyl]-3-fluoro-phenoxy}-acetic acid methyl ester. Yellow oil. MS 387.2 ([M+H]+) As a reaction SMILES: [CH3:28][CH:29]([CH3:30])[C:31]([OH:32])=[O:33].[ClH:1].[ClH:2].[ClH:3].[O:4]1[CH2:5][CH2:6][c:7]2[c:8]([N:13]3[CH2:14][CH2:15][N:16]([CH2:19][CH2:20][CH:21]4[CH2:22][CH2:23][CH:24]([NH2:27])[CH2:25][CH2:26]4)[CH2:17][CH2:18]3)[n:9][cH:10][cH:11][c:12]21>>[O:4]1[CH2:5][CH2:6][c:7]2[c:8]([N:13]3[CH2:14][CH2:15][N:16]([CH2:19][CH2:20][CH:21]4[CH2:22][CH2:23][CH:24]([NH:27][C:31]([CH:29]([CH3:28])[CH3:30])=[O:32])[CH2:25][CH2:26]4)[CH2:17][CH2:18]3)[n:9][cH:10][cH:11][c:12]21. The product is CC(C)C(=O)NC1CCC(CCN2CCN(c3nccc4c3CCO4)CC2)CC1. Starting materials: CC(C)C(=O)O, Cl, Cl, Cl, NC1CCC(CCN2CCN(c3nccc4c3CCO4)CC2)CC1.